Dataset: the Open Reaction Database (ORD), a public repository of structured organic reaction records. Task: describe an organic reaction: reactants, conditions, products, and yield Reactants: CC1(NC(CC(C1)O)(C)C)C (2,2,6,6-tetramethylpiperidin-4-ol), [H-].[Na+] (NaH), ClC=1N=NC(=CC1)Cl (3,6-dichloropyridazine). Run in CN(C)C=O (DMF), CCOC(=O)C (EtOAc). Conditions: time 30 minute. Yields the product ClC=1N=NC(=CC1)OC1CC(NC(C1)(C)C)(C)C (3-chloro-6-(2,2,6,6-tetramethylpiperidin-4-yloxy)pyridazine), intermediate 1-3. RXN SMILES: [CH3:1][C:2]1([CH3:11])[CH2:7][CH:6]([OH:8])[CH2:5][C:4]([CH3:10])([CH3:9])[NH:3]1.[H-].[Na+].[Cl:14][C:15]1[N:16]=[N:17][C:18](Cl)=[CH:19][CH:20]=1>CN(C=O)C.CCOC(C)=O>[Cl:14][C:15]1[N:16]=[N:17][C:18]([O:8][CH:6]2[CH2:5][C:4]([CH3:10])([CH3:9])[NH:3][C:2]([CH3:11])([CH3:1])[CH2:7]2)=[CH:19][CH:20]=1 |f:1.2|. Reported procedure: To a solution of 2,2,6,6-tetramethylpiperidin-4-ol (106 mg, 0.67 mmol) in DMF (6.7 mL) was added 60% wt NaH (35 mg, 0.87 mmol). The solution was stirred at RT for 30 min, then 3,6-dichloropyridazine (100 mg, 0.67 mmol) was added and the reaction was stirred for 1 h. The crude reaction mixture was diluted in EtOAc. The organic layer was washed with water (5×), brine, dried over Na2SO4, filtered and concentrated under reduced pressure to give 3-chloro-6-(2,2,6,6-tetramethylpiperidin-4-yloxy)pyrida...